Task: describe an organic reaction: reactants, conditions, products, and yield. Dataset: the Open Reaction Database (ORD), a public repository of structured organic reaction records Starting materials: O=C([O-])[O-], CN(C)C=O, Fc1ccc(C2CC(CI)CO2)cc1, [K+], [K+], O=c1[nH]c2ccccc2n1C1CCNCC1, O. Product: O=c1[nH]c2ccccc2n1C1CCN(CC2COC(c3ccc(F)cc3)C2)CC1. Reaction SMILES: [C:31](=[O:32])([O-:33])[O-:34].[CH3:38][N:39]([CH3:40])[CH:41]=[O:42].[F:1][c:2]1[cH:3][cH:4][c:5]([CH:8]2[O:9][CH2:10][CH:11]([CH2:13][I:14])[CH2:12]2)[cH:6][cH:7]1.[K+:35].[K+:36].[NH:15]1[CH2:16][CH2:17][CH:18]([n:21]2[c:22](=[O:30])[nH:23][c:24]3[c:25]2[cH:26][cH:27][cH:28][cH:29]3)[CH2:19][CH2:20]1.[OH2:37]>>[F:1][c:2]1[cH:3][cH:4][c:5]([CH:8]2[O:9][CH2:10][CH:11]([CH2:13][N:15]3[CH2:16][CH2:17][CH:18]([n:21]4[c:22](=[O:30])[nH:23][c:24]5[c:25]4[cH:26][cH:27][cH:28][cH:29]5)[CH2:19][CH2:20]3)[CH2:12]2)[cH:6][cH:7]1.